This data is from the Open Reaction Database (ORD), a public repository of structured organic reaction records. The task is: describe an organic reaction: reactants, conditions, products, and yield Starting materials: c1ccc(CC2CNCCN2)cc1, CN(C)C=O, CSc1nc(-c2ccncc2)c(-c2ccc3ccccc3c2)c2nncn12. The product is c1ccc(CC2CN(c3nc(-c4ccncc4)c(-c4ccc5ccccc5c4)c4nncn34)CCN2)cc1. As a reaction SMILES: [CH2:28]([c:29]1[cH:30][cH:31][cH:32][cH:33][cH:34]1)[CH:35]1[NH:36][CH2:37][CH2:38][NH:39][CH2:40]1.[O:41]=[CH:42][N:43]([CH3:44])[CH3:45].[cH:1]1[c:2](-[c:11]2[c:12]3[n:13]([c:14]([S:23][CH3:24])[n:15][c:16]2-[c:17]2[cH:18][cH:19][n:20][cH:21][cH:22]2)[cH:25][n:26][n:27]3)[cH:3][cH:4][c:5]2[cH:6][cH:7][cH:8][cH:9][c:10]12>>[cH:1]1[c:2](-[c:11]2[c:12]3[n:13]([c:14]([N:39]4[CH2:38][CH2:37][NH:36][CH:35]([CH2:28][c:29]5[cH:30][cH:31][cH:32][cH:33][cH:34]5)[CH2:40]4)[n:15][c:16]2-[c:17]2[cH:18][cH:19][n:20][cH:21][cH:22]2)[cH:25][n:26][n:27]3)[cH:3][cH:4][c:5]2[cH:6][cH:7][cH:8][cH:9][c:10]12.